This data is from the Open Reaction Database (ORD), a public repository of structured organic reaction records. The task is: describe an organic reaction: reactants, conditions, products, and yield The reactants are ice water, [OH-].[Na+] (sodium hydroxide), COC1=CC2=NC(C(N=C2C=C1OC)=O)=O (6,7-dimethoxy-2,3-quinoxalinedione), solution, B(Br)(Br)Br (boron tribromide), Cl (HCl). Run in C(Cl)Cl (methylene dichloride), C(Cl)Cl (methylene dichloride). Conditions: time 24 hour. Yields the product OC1=CC2=NC(C(N=C2C=C1O)=O)=O (6,7-Dihydroxy-2,3-quinoxalinedione). Isolated yield 88.5%. As a reaction SMILES: C[O:2][C:3]1[C:12]([O:13]C)=[CH:11][C:10]2[C:5](=[N:6][C:7](=[O:16])[C:8](=[O:15])[N:9]=2)[CH:4]=1.B(Br)(Br)Br.[OH-].[Na+].Cl>C(Cl)Cl>[OH:2][C:3]1[C:12]([OH:13])=[CH:11][C:10]2[C:5](=[N:6][C:7](=[O:16])[C:8](=[O:15])[N:9]=2)[CH:4]=1 |f:2.3|. Procedure: To a suspension of 6,7-dimethoxy-2,3-quinoxalinedione (45) (222 mg, 1.0 mmol) in 2 mL of methylene dichloride was added 5 mL of a solution of boron tribromide in methylene dichloride (1 M, Aldrich). The resulting mixture was stirred at room temperature for 24 hr. The mixture was then poured into ice-water (10 g) to form a suspension. Aquous sodium hydroxide (20%, 10 mL) was added to the suspension to form a red solution. The solution was acidified with 6 N HCl (10 mL) to pH =1. The suspension wa...